describe an organic reaction: reactants, conditions, products, and yield From a dataset of the Open Reaction Database (ORD), a public repository of structured organic reaction records. Starting materials: acid chloride, ClC=1C=C(C=2C(=C(ON2)C2=CC=CC=C2)C1)CC(=O)O (5-chloro-3-phenyl-2,1-benzisoxazole-7-acetic acid), CNC (dimethylamine). Product: ClC=1C=C(C=2C(=C(ON2)C2=CC=CC=C2)C1)CC(=O)N(C)C (5-Chloro-N,N-dimethyl-3-phenyl-2,1-benzisoxazole-7-acetamide). As a reaction SMILES: [Cl:1][C:2]1[CH:3]=[C:4]([CH2:17][C:18]([OH:20])=O)[C:5]2[C:6]([CH:16]=1)=[C:7]([C:10]1[CH:15]=[CH:14][CH:13]=[CH:12][CH:11]=1)[O:8][N:9]=2.[CH3:21][NH:22][CH3:23]>>[Cl:1][C:2]1[CH:3]=[C:4]([CH2:17][C:18]([N:22]([CH3:23])[CH3:21])=[O:20])[C:5]2[C:6]([CH:16]=1)=[C:7]([C:10]1[CH:15]=[CH:14][CH:13]=[CH:12][CH:11]=1)[O:8][N:9]=2. Procedure: The title compound is prepared by reacting the acid chloride of 5-chloro-3-phenyl-2,1-benzisoxazole-7-acetic acid and dimethylamine in an aprotic solvent. The solution is washed with hydrochloric acid and evaporated. The title compound is obtained from the residue by conventional crystallization from alkanolic solution or by chromatography. The reactants are ClC1=C(C=C(C=C1)[C@@]1(O[C@@H]([C@H]([C@@H]([C@H]1O)O)O)CO)OC)CC1=CC=C(C=C1)OCC(F)(F)F ((2S,3R,4S,5S,6R)-2-[4-chloro-3-[[4-(2,2,2-trifluoroethoxy)phenyl]methyl]phenyl]-6-(hydroxymethyl)-2-methoxy-tetrahydropyran-3,4,5-triol), CC(C)(C)[Si](C)(C)Cl (TBSCl), N1=CC=CC=C1 (pyridine). The reagents and catalysts are CN(C)C=1C=CN=CC1 (DMAP). Solvent: CN(C)C=O (DMF). Conditions: time 36 hour. Product: [Si](C)(C)(C(C)(C)C)OC[C@@H]1[C@H]([C@@H]([C@H]([C@](O1)(OC)C1=CC(=C(C=C1)Cl)CC1=CC=C(C=C1)OCC(F)(F)F)O)O)O ((2S,3R,4S,5S,6R)-6-[(tert-butyl(dimethyl)silyl)oxy-methyl]-2-[4-chloro-3-[[4-(2,2,2-trifluoroethoxy)phenyl]methyl]phenyl]-2-methoxy-tetrahydropyran-3,4,5-triol). Yield: 62.8%. RXN SMILES: [Cl:1][C:2]1[CH:7]=[CH:6][C:5]([C@@:8]2([O:19][CH3:20])[C@H:13]([OH:14])[C@@H:12]([OH:15])[C@H:11]([OH:16])[C@@H:10]([CH2:17][OH:18])[O:9]2)=[CH:4][C:3]=1[CH2:21][C:22]1[CH:27]=[CH:26][C:25]([O:28][CH2:29][C:30]([F:33])([F:32])[F:31])=[CH:24][CH:23]=1.[CH3:34][C:35]([Si:38](Cl)([CH3:40])[CH3:39])([CH3:37])[CH3:36].N1C=CC=CC=1>CN(C=O)C.CN(C1C=CN=CC=1)C>[Si:38]([O:18][CH2:17][C@H:10]1[O:9][C@:8]([C:5]2[CH:6]=[CH:7][C:2]([Cl:1])=[C:3]([CH2:21][C:22]3[CH:27]=[CH:26][C:25]([O:28][CH2:29][C:30]([F:33])([F:31])[F:32])=[CH:24][CH:23]=3)[CH:4]=2)([O:19][CH3:20])[C@H:13]([OH:14])[C@@H:12]([OH:15])[C@@H:11]1[OH:16])([C:35]([CH3:37])([CH3:36])[CH3:34])([CH3:40])[CH3:39]. Procedure: (2S,3R,4S,5S,6R)-2-[4-chloro-3-[[4-(2,2,2-trifluoroethoxy)phenyl]methyl]phenyl]-6-(hydroxymethyl)-2-methoxy-tetrahydropyran-3,4,5-triol 7e (3.8 g, 7.71 mmol) was dissolved in 100 mL DMF, followed by addition of DMAP (188 mg, 1.54 mmol), TBSCl (1.39 g, 9.25 mmol) and pyridine (50 mL) in turn, and the reaction mixture was stirred for 36 hours. Thereafter, the reaction mixture was concentrated under reduced pressure and partitioned after 150 mL water were added. The aqueous phase was extracted with... The reactants are CCCc1c(Cc2ccc(-c3ccccc3C#N)cc2)c(=O)n(Cc2ccc(C(=O)OC)cc2)c2ncnn12, CO, Cl, [Na+], C1CCOC1, [OH-]. The product is CCCc1c(Cc2ccc(-c3ccccc3C#N)cc2)c(=O)n(Cc2ccc(CO)cc2)c2ncnn12. RXN SMILES: [C:1](#[N:2])[c:3]1[c:4](-[c:9]2[cH:10][cH:11][c:12]([CH2:15][c:16]3[c:17](=[O:39])[n:18]([CH2:28][c:29]4[cH:30][cH:31][c:32]([C:33](=[O:34])[O:35][CH3:36])[cH:37][cH:38]4)[c:19]4[n:20]([c:21]3[CH2:22][CH2:23][CH3:24])[n:25][cH:26][n:27]4)[cH:13][cH:14]2)[cH:5][cH:6][cH:7][cH:8]1.[CH3:48][OH:49].[ClH:47].[Na+:41].[O:42]1[CH2:43][CH2:44][CH2:45][CH2:46]1.[OH-:40]>>[C:1](#[N:2])[c:3]1[c:4](-[c:9]2[cH:10][cH:11][c:12]([CH2:15][c:16]3[c:17](=[O:39])[n:18]([CH2:28][c:29]4[cH:30][cH:31][c:32]([CH2:33][OH:34])[cH:37][cH:38]4)[c:19]4[n:20]([c:21]3[CH2:22][CH2:23][CH3:24])[n:25][cH:26][n:27]4)[cH:13][cH:14]2)[cH:5][cH:6][cH:7][cH:8]1. The solvent is C(C)O (ethanol), Cl (hydrochloric acid). Reported procedure: A stirred suspension of 5-tert-butyl-4,5-dihydro-3-(3methyl-5isoxazolyl)-4oxo-imidazo[1,5-a]quinoxaline (0.65 g) in a mixture of ethanol (10 ml) and 4 M hydrochloric acid (1 ml) was refluxed for 10 min. Then the mixture was cooled to room temperature and water (10 ml) was added. The precipitated product was collected by filtration and dried to give the title compound as a white solid, m.p. 393° C. (Compound 18). Yields the product CC1=NOC(=C1)C=1N=CN2C1C(NC1=CC=CC=C21)=O (4,5-dihydro-3-(3-methyl-5-isoxazolyl)-4-oxo-imidazo[1,5-a]quinoxaline), Compound 18. Reactants: C(C)(C)(C)N1C(C=2N(C3=CC=CC=C13)C=NC2C2=CC(=NO2)C)=O (5-tert-butyl-4,5-dihydro-3-(3methyl-5isoxazolyl)-4oxo-imidazo[1,5-a]quinoxaline), O (water). As a reaction SMILES: C([N:5]1[C:14]2[C:9](=[CH:10][CH:11]=[CH:12][CH:13]=2)[N:8]2[CH:15]=[N:16][C:17]([C:18]3[O:22][N:21]=[C:20]([CH3:23])[CH:19]=3)=[C:7]2[C:6]1=[O:24])(C)(C)C.O>C(O)C.Cl>[CH3:23][C:20]1[CH:19]=[C:18]([C:17]2[N:16]=[CH:15][N:8]3[C:9]4[C:14](=[CH:13][CH:12]=[CH:11][CH:10]=4)[NH:5][C:6](=[O:24])[C:7]=23)[O:22][N:21]=1.